Dataset: the Open Reaction Database (ORD), a public repository of structured organic reaction records. Task: describe an organic reaction: reactants, conditions, products, and yield Starting materials: ClC1=C(C=C(C=C1)C(C(=O)O)C)C(F)(F)F (2-[4-chloro-3-(trifluoromethyl)phenyl]propanoic acid), FC1=CC=C(C=C1)N1N=CC=2NCCCC21 (1-(4-fluorophenyl)-4,5,6,7-tetrahydro-1H-pyrazolo[4,3-b]pyridine), CCN(C(C)C)C(C)C (Hunig's base), 2-(1H-7-azabenzotriazol-1-yl)-1,1,3,3-tetramethyl uranium hexafluorophosphate methanaminium. Run in CN(C)C=O (DMF). Reaction conditions: time 1 hour. The product is ClC1=C(C=C(C=C1)C(C(=O)N1C2=C(CCC1)N(N=C2)C2=CC=C(C=C2)F)C)C(F)(F)F (2-[4-chloro-3-(trifluoromethyl)phenyl]-1-[1-(4-fluorophenyl)-6,7-dihydro-5H-pyrazolo[4,3-b]pyridin-4-yl]propan-1-one). Isolated yield 28.9%. Reaction SMILES: [Cl:1][C:2]1[CH:7]=[CH:6][C:5]([CH:8]([CH3:12])[C:9]([OH:11])=O)=[CH:4][C:3]=1[C:13]([F:16])([F:15])[F:14].[F:17][C:18]1[CH:23]=[CH:22][C:21]([N:24]2[C:32]3[CH2:31][CH2:30][CH2:29][NH:28][C:27]=3[CH:26]=[N:25]2)=[CH:20][CH:19]=1.CCN(C(C)C)C(C)C>CN(C=O)C>[Cl:1][C:2]1[CH:7]=[CH:6][C:5]([CH:8]([CH3:12])[C:9]([N:28]2[CH2:29][CH2:30][CH2:31][C:32]3[N:24]([C:21]4[CH:22]=[CH:23][C:18]([F:17])=[CH:19][CH:20]=4)[N:25]=[CH:26][C:27]2=3)=[O:11])=[CH:4][C:3]=1[C:13]([F:16])([F:15])[F:14]. Reported procedure: To a mixture of 2-[4-chloro-3-(trifluoromethyl)phenyl]propanoic acid (47 mg, 0.184 mmol) and 1-(4-fluorophenyl)-4,5,6,7-tetrahydro-1H-pyrazolo[4,3-b]pyridine (40 mg, 0.184 mmol) in DMF (1 mL) was added Hunig's base (59 mg, 0.46 mmol) and 2-(1H-7-azabenzotriazol-1-yl)-1,1,3,3-tetramethyl uranium hexafluorophosphate methanaminium (HATU) (77 mg, 0.2 mmol). The mixture was stirred at room temperature for 1 hour, and then was partitioned between water (4 mL) and ethyl acetate (6 mL). The organic laye... Solvent: C(C)O (ethanol), ClCCl (dichloromethane). Yields the product C(C)(C)(C)OC(N[C@@H](CO)C1=CC=C(C=C1)O)=O ([(R)-2-Hydroxy-1-(4-hydroxy-phenyl)-ethyl]-carbamic acid t-butyl ester). Conditions: time 8 hour. Starting materials: C(C)(C)(C)OC(N[C@@H](CO)C1=CC=C(C=C1)OCC1=CC=CC=C1)=O ([(R)-1-(4-Benzyloxy-phenyl)-2-hydroxy-ethyl]-carbamic acid t-butyl ester). The reagents and catalysts are [Pd] (Palladium). As a reaction SMILES: [C:1]([O:5][C:6](=[O:25])[NH:7][C@H:8]([C:11]1[CH:16]=[CH:15][C:14]([O:17]CC2C=CC=CC=2)=[CH:13][CH:12]=1)[CH2:9][OH:10])([CH3:4])([CH3:3])[CH3:2]>C(O)C.ClCCl.[Pd]>[C:1]([O:5][C:6](=[O:25])[NH:7][C@H:8]([C:11]1[CH:16]=[CH:15][C:14]([OH:17])=[CH:13][CH:12]=1)[CH2:9][OH:10])([CH3:4])([CH3:2])[CH3:3]. Procedure: [(R)-1-(4-Benzyloxy-phenyl)-2-hydroxy-ethyl]-carbamic acid t-butyl ester (2.013 g, 5.87 mmol) and 10% Palladium on active carbon (0.300 g, 0.294 mmol) were mixed in ethanol (15 ml) and dichloromethane (5 ml). The hydrogenation was carried at 1 atmosphere at room temperature overnight. The catalyst was filtered out. The filtrate was concentrated to a white solid (1.350 g, 91% yield): 1H NMR (400 MHz, MeOD) δ ppm 7.36 (d, 2H), 6.97 (m, 2H), 3.83 (m, 1H), 3.54 (dt, J=3.2, 1.5 Hz, 2 H), 1.66 (m, 9H)... Yield: 90.8%. Starting materials: C(C)(C)(C)[Si](C)(C)OCC1=C(OC(=C1)CB1OCC(CO1)(C)C)C (tert-butyl({5-[(5,5-dimethyl-1,3,2-dioxaborinan-2-yl)methyl]-2-methylfuran-3-yl}methoxy)dimethylsilane), BrC1=NC(=CC=C1)OC (2-bromo-6-methoxypyridine), C([O-])([O-])=O.[Na+].[Na+] (sodium carbonate), COCCOC (1,2-dimethoxyethane). Reagents/catalysts: C=1C=CC(=CC1)[P](C=2C=CC=CC2)(C=3C=CC=CC3)[Pd]([P](C=4C=CC=CC4)(C=5C=CC=CC5)C=6C=CC=CC6)([P](C=7C=CC=CC7)(C=8C=CC=CC8)C=9C=CC=CC9)[P](C=1C=CC=CC1)(C=1C=CC=CC1)C=1C=CC=CC1 (tetrakis(triphenylphosphine)palladium(0)). Run in O (water). Run at time 8 hour. The product is COC1=CC=CC(=N1)C1=CC(=C(O1)C)CO ([5-(6-methoxypyridin-2-yl)-2-methylfuran-3-yl]methanol). Isolated yield 100.4%. As a reaction SMILES: C([Si]([O:8][CH2:9][C:10]1[CH:14]=[C:13]([CH2:15]B2OCC(C)(C)CO2)[O:12][C:11]=1[CH3:24])(C)C)(C)(C)C.BrC1[CH:31]=[CH:30][CH:29]=[C:28]([O:32][CH3:33])[N:27]=1.C(=O)([O-])[O-].[Na+].[Na+].COCCOC>C1C=CC([P]([Pd]([P](C2C=CC=CC=2)(C2C=CC=CC=2)C2C=CC=CC=2)([P](C2C=CC=CC=2)(C2C=CC=CC=2)C2C=CC=CC=2)[P](C2C=CC=CC=2)(C2C=CC=CC=2)C2C=CC=CC=2)(C2C=CC=CC=2)C2C=CC=CC=2)=CC=1.O>[CH3:33][O:32][C:28]1[N:27]=[C:15]([C:13]2[O:12][C:11]([CH3:24])=[C:10]([CH2:9][OH:8])[CH:14]=2)[CH:31]=[CH:30][CH:29]=1 |f:2.3.4,^1:49,51,70,89|. Procedure details: A mixture of tert-butyl({5-[(5,5-dimethyl-1,3,2-dioxaborinan-2-yl)methyl]-2-methylfuran-3-yl}methoxy)dimethylsilane (2.4 g), 2-bromo-6-methoxypyridine (1.9 g), tetrakis(triphenylphosphine)palladium(0) (0.4 g), 2N aqueous sodium carbonate solution (7 mL) and 1,2-dimethoxyethane (20 mL) was stirred overnight with refluxing under an argon atmosphere. The reaction mixture was poured into water, and the mixture was extracted with ethyl acetate. The organic layer was washed with saturated brine, and d... Starting materials: CC(C)CC(C(=O)O)C1OC(C)(C)OC1=O, CC1CN(c2ncc(F)cn2)CCN1. The product is CC(C)CC(C(=O)N1CCN(c2ncc(F)cn2)CC1C)C1OC(C)(C)OC1=O. RXN SMILES: [CH3:1][C:2]1([CH3:16])[O:3][C:4](=[O:15])[CH:5]([CH:7]([C:8](=[O:9])[OH:10])[CH2:11][CH:12]([CH3:13])[CH3:14])[O:6]1.[F:17][c:18]1[cH:19][n:20][c:21]([N:24]2[CH2:25][CH:26]([CH3:30])[NH:27][CH2:28][CH2:29]2)[n:22][cH:23]1>>[CH3:1][C:2]1([CH3:16])[O:3][C:4](=[O:15])[CH:5]([CH:7]([C:8](=[O:10])[N:27]2[CH:26]([CH3:30])[CH2:25][N:24]([c:21]3[n:20][cH:19][c:18]([F:17])[cH:23][n:22]3)[CH2:29][CH2:28]2)[CH2:11][CH:12]([CH3:13])[CH3:14])[O:6]1.